Dataset: the Open Reaction Database (ORD), a public repository of structured organic reaction records. Task: describe an organic reaction: reactants, conditions, products, and yield Starting materials: CCc1nc2c(C)ccnc2[nH]1, [Li+], O=[N+]([O-])c1ccc(CBr)cc1, CN(C)C=O, [OH-], O, O. The product is CCc1nc2c(C)ccnc2n1Cc1ccc([N+](=O)[O-])cc1. As a reaction SMILES: [CH2:1]([CH3:2])[c:3]1[n:4][c:5]2[c:6]([n:7][cH:8][cH:9][c:10]2[CH3:11])[nH:12]1.[Li+:15].[N+:16](=[O:17])([O-:18])[c:19]1[cH:20][cH:21][c:22]([CH2:23][Br:24])[cH:25][cH:26]1.[O:28]=[CH:29][N:30]([CH3:31])[CH3:32].[OH-:14].[OH2:13].[OH2:27]>>[CH2:1]([CH3:2])[c:3]1[n:4][c:5]2[c:6]([n:7][cH:8][cH:9][c:10]2[CH3:11])[n:12]1[CH2:23][c:22]1[cH:21][cH:20][c:19]([N+:16](=[O:17])[O-:18])[cH:26][cH:25]1. Starting materials: Cl.Cl.O[C@H]1C2(CC2)CCN(C1)CCCN1C[C@H](NCCC1=O)C ((R)-4-[3-((S)-4-hydroxy-6-aza-spiro[2.5]oct-6-yl)-propyl]-2-methyl-[1,4]diazepan-5-one dihydrochloride), CN1CCOCC1 (4-methylmorpholine), ClC=1C(=C(C=CC1)N=C=O)F (3-chloro-2-fluorophenyl isocyanate), [N-]=C=O (isocyanate). The product is ClC=1C(=C(C=CC1)NC(=O)N1[C@@H](CN(C(CC1)=O)CCCN1C[C@H](C2(CC2)CC1)O)C)F ((R)-4-[3-((S)-4-Hydroxy-6-aza-spiro[2.5]oct-6-yl)-propyl]-2-methyl-5-oxo-[1,4]diazepane-1-carboxylic acid (3-chloro-2-fluoro-phenyl)-amide). Reaction SMILES: Cl.Cl.[OH:3][C@@H:4]1[CH2:11][N:10]([CH2:12][CH2:13][CH2:14][N:15]2[C:21](=[O:22])[CH2:20][CH2:19][NH:18][C@H:17]([CH3:23])[CH2:16]2)[CH2:9][CH2:8][C:5]21[CH2:7][CH2:6]2.[Cl:24][C:25]1[C:26]([F:34])=[C:27]([N:31]=[C:32]=[O:33])[CH:28]=[CH:29][CH:30]=1.[N-]=C=O.CN1CCOCC1>>[Cl:24][C:25]1[C:26]([F:34])=[C:27]([NH:31][C:32]([N:18]2[CH2:19][CH2:20][C:21](=[O:22])[N:15]([CH2:14][CH2:13][CH2:12][N:10]3[CH2:9][CH2:8][C:5]4([CH2:6][CH2:7]4)[C@H:4]([OH:3])[CH2:11]3)[CH2:16][C@H:17]2[CH3:23])=[O:33])[CH:28]=[CH:29][CH:30]=1 |f:0.1.2|. Procedure details: In analogy to the procedure described in example 58F, (R)-4-[3-((S)-4-hydroxy-6-aza-spiro[2.5]oct-6-yl)-propyl]-2-methyl-[1,4]diazepan-5-one dihydrochloride (example 58E) and 3-chloro-2-fluorophenyl isocyanate (but with 2.1 eq. of isocyanate and 5 eq. of 4-methylmorpholine) gave after extraction with sat. aq. sodium hydrogencarbonate solution/1 M aq. sodium hydroxide solution and dichloromethane (3 times) 0.016 g (12%) of the title compound as white foam. MS: 467.2 (MH+, 1Cl).